Dataset: the Open Reaction Database (ORD), a public repository of structured organic reaction records. Task: describe an organic reaction: reactants, conditions, products, and yield The reactants are FC=1C(=NC(=CC1)NN)C (3-fluoro-6-hydrazinyl-2-methylpyridine), N(=C=S)C1=CC=CC=C1 (isothiocyanatobenzene), BrC=1C=CC=2N(C1)C(=NN2)S (6-bromo-[1,2,4]triazolo[4,3-a]pyridine-3-thiol). Reported procedure: The title compound was prepared from 3-fluoro-6-hydrazinyl-2-methylpyridine and isothiocyanatobenzene following the procedure described for the synthesis of compound 4A. As a reaction SMILES: [F:1][C:2]1[C:3]([CH3:10])=[N:4][C:5]([NH:8][NH2:9])=[CH:6][CH:7]=1.N(C1C=CC=CC=1)=[C:12]=[S:13].BrC1C=CC2N(C(S)=NN=2)C=1>>[F:1][C:2]1[CH:7]=[CH:6][C:5]2[N:4]([C:12]([SH:13])=[N:9][N:8]=2)[C:3]=1[CH3:10]. The product is FC=1C=CC=2N(C1C)C(=NN2)S (6-fluoro-5-methyl-[1,2,4]triazolo[4,3-a]pyridine-3-thiol). The reactants are ClC1=CC=C(S1)C=1N=C(SC1)N (4-(5-chloro-2-thienyl)-1,3-thiazol-2-amine), ClC1=C(C(=CC(=C1)Cl)C)S(=O)(=O)Cl (2,4-dichloro-6-methylbenzenesulfonyl chloride). Product: ClC1=C(C(=CC(=C1)Cl)C)S(=O)(=O)NC=1SC=C(N1)C=1SC(=CC1)Cl (2,4-Dichloro-N-[4-(5-chloro-2-thienyl)-1,3-thiazol-2-yl]-6-methylbenzenesulfonamide), solid. RXN SMILES: [Cl:1][C:2]1[S:6][C:5]([C:7]2[N:8]=[C:9]([NH2:12])[S:10][CH:11]=2)=[CH:4][CH:3]=1.[Cl:13][C:14]1[CH:19]=[C:18]([Cl:20])[CH:17]=[C:16]([CH3:21])[C:15]=1[S:22](Cl)(=[O:24])=[O:23]>>[Cl:13][C:14]1[CH:19]=[C:18]([Cl:20])[CH:17]=[C:16]([CH3:21])[C:15]=1[S:22]([NH:12][C:9]1[S:10][CH:11]=[C:7]([C:5]2[S:6][C:2]([Cl:1])=[CH:3][CH:4]=2)[N:8]=1)(=[O:24])=[O:23]. Procedure: The title compound was prepared from 4-(5-chloro-2-thienyl)-1,3-thiazol-2-amine (METHOD H) and 2,4-dichloro-6-methylbenzenesulfonyl chloride as described in the synthetic METHOD B to give a white solid (19.5 mg) with purity >90%. MS (pos) m/z 439.0, 441.0. Reactants: ice water, OC1=C2CC(C(NC2=C(C=C1)C)=O)(C)C (5-hydroxy-3,3,8-trimethyl-3,4-dihydrocarbostyril), C([O-])([O-])=O.[K+].[K+] (potassium carbonate), C(C=CC)Br (crotyl bromide). The solvent is CN(C=O)C (dimethylformamide). Reaction conditions: temperature 70 celsius, time 2 hour. The product is C(C=CC)OC1=C2CC(C(NC2=C(C=C1)C)=O)(C)C (5-(2-Butenyloxy)-3,3,8-trimethyl-3,4-dihydrocarbostyril). Isolated yield 65.4%. Reaction SMILES: [OH:1][C:2]1[CH:11]=[CH:10][C:9]([CH3:12])=[C:8]2[C:3]=1[CH2:4][C:5]([CH3:15])([CH3:14])[C:6](=[O:13])[NH:7]2.C(=O)([O-])[O-].[K+].[K+].[CH2:22](Br)[CH:23]=[CH:24][CH3:25]>CN(C)C=O>[CH2:22]([O:1][C:2]1[CH:11]=[CH:10][C:9]([CH3:12])=[C:8]2[C:3]=1[CH2:4][C:5]([CH3:15])([CH3:14])[C:6](=[O:13])[NH:7]2)[CH:23]=[CH:24][CH3:25] |f:1.2.3|. Reported procedure: To a solution of 5-hydroxy-3,3,8-trimethyl-3,4-dihydrocarbostyril (23 g, 11.2 mmol) and potassium carbonate (3.1 g, 22.4 mmol) in dimethylformamide (20 ml), crotyl bromide (1.8 g, 13.4 mmol) was added and stirred at 70° C. for 2 hours. The reaction mixture was poured into ice-water, and precipitated crystals were collected by filtration. The collected crude crystals were dissolved in chloroform, washed with water, and dried. The solvent was evaporated, and the residue was recrystallized from chl... Reactants: C(C)(C)(C)OC(=O)N1CCS(C2=C(C1CC1=CC(=C(C=C1)OC)OC)C=C(C(=C2)OC)OC)(=O)=O (9-(3,4-dimethoxy-benzyl)-2,3-dimethoxy-5,5-dioxo-5,6,7,9 tetrahydro-5λ6-thia-8-aza-benzocycloheptene-8-carboxylic acid tert-butyl ester), FC(C(=O)O)(F)F (trifluoroacetic acid), O.[OH-].[Na+] (water NaOH), C(Cl)Cl.CO (CH2Cl2 MeOH). Run in C(Cl)Cl (CH2Cl2). Conditions: time 20 hour. The product is COC=1C=C(CC2NCCS(C3=C2C=C(C(=C3)OC)OC)(=O)=O)C=CC1OC (9-(3,4-Dimethoxy-benzyl)-2,3-dimethoxy-6,7,8,9-tetrahydro-5-thia-8-aza-benzocycloheptene 5,5-dioxide). The yield is 47.5%. Reaction SMILES: C(OC([N:8]1[CH:14]([CH2:15][C:16]2[CH:21]=[CH:20][C:19]([O:22][CH3:23])=[C:18]([O:24][CH3:25])[CH:17]=2)[C:13]2[CH:26]=[C:27]([O:32][CH3:33])[C:28]([O:30][CH3:31])=[CH:29][C:12]=2[S:11](=[O:35])(=[O:34])[CH2:10][CH2:9]1)=O)(C)(C)C.FC(F)(F)C(O)=O.O.[OH-].[Na+].C(Cl)Cl.CO>C(Cl)Cl>[CH3:25][O:24][C:18]1[CH:17]=[C:16]([CH:21]=[CH:20][C:19]=1[O:22][CH3:23])[CH2:15][CH:14]1[C:13]2[CH:26]=[C:27]([O:32][CH3:33])[C:28]([O:30][CH3:31])=[CH:29][C:12]=2[S:11](=[O:35])(=[O:34])[CH2:10][CH2:9][NH:8]1 |f:2.3.4,5.6|. Reported procedure: To a stirred solution of 9-(3,4-dimethoxy-benzyl)-2,3-dimethoxy-5,5-dioxo-5,6,7,9 tetrahydro-5λ6-thia-8-aza-benzocycloheptene-8-carboxylic acid tert-butyl ester (310 mg, 0.61 mmol) in dry CH2Cl2 (3 ml), was added trifluoroacetic acid (372 μL, 4.86 mmol). The resulting mixture was stirred at RT for 20 h under nitrogen. The reaction mixture was combined with water/NaOH 2N, extracted twice with CH2Cl2, and the combined organic phases were dried over anhydrous MgSO4, filtered and concentrated to giv...